From a dataset of the Open Reaction Database (ORD), a public repository of structured organic reaction records. describe an organic reaction: reactants, conditions, products, and yield Reactants: O=C([O-])O, CN1CCCN(C)C1=O, CCOC(C)=O, CC(C)[N-]C(C)C, Cc1nc(-c2ccc(C(F)(F)F)cc2)sc1CI, [Li+], [Na+], C1CCOC1. Yields the product CCOC(=O)CCc1sc(-c2ccc(C(F)(F)F)cc2)nc1C. Reaction SMILES: [C:42](=[O:43])([OH:44])[O-:45].[CH3:15][N:16]1[CH2:17][CH2:18][CH2:19][N:20]([CH3:21])[C:22]1=[O:23].[CH3:1][CH2:2][O:3][C:4]([CH3:5])=[O:6].[CH3:8][CH:9]([N-:10][CH:11]([CH3:12])[CH3:13])[CH3:14].[I:24][CH2:25][c:26]1[c:27]([CH3:41])[n:28][c:29](-[c:31]2[cH:32][cH:33][c:34]([C:37]([F:38])([F:39])[F:40])[cH:35][cH:36]2)[s:30]1.[Li+:7].[Na+:46].[O:47]1[CH2:48][CH2:49][CH2:50][CH2:51]1>>[CH3:1][CH2:2][O:3][C:4]([CH2:5][CH2:25][c:26]1[c:27]([CH3:41])[n:28][c:29](-[c:31]2[cH:32][cH:33][c:34]([C:37]([F:38])([F:39])[F:40])[cH:35][cH:36]2)[s:30]1)=[O:6]. Reagents/catalysts: Cl[Pd]Cl (PdCl2). Reactants: ClC=1C=C(C(=O)OC)C=CN1 (Methyl 2-chloroisonicotinate), C(C)(C)(C)C1=CC=C(S1)B1OC(C(O1)(C)C)(C)C (2-(5-tert-butylthiophen-2-yl)-4,4,5,5-tetramethyl-1,3,2-dioxaborolane), C(=O)([O-])[O-].[K+].[K+] (K2CO3), C(Cl)Cl (DCM). Isolated yield 75.8%. Reaction conditions: temperature 100 celsius. Procedure: Methyl 2-chloroisonicotinate (175 mg, 1.02 mmol), 2-(5-tert-butylthiophen-2-yl)-4,4,5,5-tetramethyl-1,3,2-dioxaborolane (300 mg, 1.13 mmol), K2CO3 (85 mg, 0.61 mmol) and PdCl2 (dppf) (37.3 mg, 0.05 mmol) was stirred in methanol (2 mL) and heated in a single node microwave reactor to 100° C. for 30 min. DCM (50 mL) and water (50 mL) were added, shaken and the phases separated. The aqueous phase was extracted with DCM (50 mL). The combined organic phases were dried with a phase separator and evapo... Product: C(C)(C)(C)C1=CC=C(S1)C=1C=C(C(=O)OC)C=CN1 (methyl 2-(5-tert-butylthiophen-2-yl)isonicotinate). RXN SMILES: Cl[C:2]1[CH:3]=[C:4]([CH:9]=[CH:10][N:11]=1)[C:5]([O:7][CH3:8])=[O:6].[C:12]([C:16]1[S:20][C:19](B2OC(C)(C)C(C)(C)O2)=[CH:18][CH:17]=1)([CH3:15])([CH3:14])[CH3:13].C([O-])([O-])=O.[K+].[K+].C(Cl)Cl>CO.Cl[Pd]Cl.O>[C:12]([C:16]1[S:20][C:19]([C:2]2[CH:3]=[C:4]([CH:9]=[CH:10][N:11]=2)[C:5]([O:7][CH3:8])=[O:6])=[CH:18][CH:17]=1)([CH3:15])([CH3:14])[CH3:13] |f:2.3.4|. Solvent: CO (methanol), O (water).